From a dataset of the Open Reaction Database (ORD), a public repository of structured organic reaction records. describe an organic reaction: reactants, conditions, products, and yield Product: FC1=C(C(=CC=C1)F)C(C)N=[N+]=[N-] (1-(2,6-difluorophenyl)ethyl azide). Run at time 24 hour. Reaction SMILES: [F:1][C:2]1[CH:7]=[CH:6][CH:5]=[C:4]([F:8])[C:3]=1[CH:9](O)[CH3:10].FC(F)(F)C(O)=O.[NH:19]=[N+:20]=[N-:21]>>[F:1][C:2]1[CH:7]=[CH:6][CH:5]=[C:4]([F:8])[C:3]=1[CH:9]([N:19]=[N+:20]=[N-:21])[CH3:10]. Reactants: FC1=C(C(=CC=C1)F)C(C)O (1-(2,6-difluorophenyl)ethanol), N=[N+]=[N-] (hydrazoic acid), FC(C(=O)O)(F)F (trifluoroacetic acid). Procedure details: 10 g (63 millimoles) of 1-(2,6-difluorophenyl)ethanol are dissolved in 150 ml of hydrazoic acid (1.2N in toluene). To this solution are added 22.8 g (200 millimoles) of trifluoroacetic acid and the reaction mixture is allowed to stand for 24 hours at room temperature. After dilution with 300 ml of hexane, the reaction solution is washed first with water, then with sodium bicarbonate solution until free of acid and dried over sodium sulfate. The solvent is subsequently removed at 40°-50° C. under... The reactants are COC=1C=CC(=CC1)P2(=S)SP(=S)(S2)C=3C=CC(=CC3)OC (Lawesson's reagent), FC1(CC2(C3=CC(=CC=C3OC=3C=CC(=CC23)OCC(C)(C)C)C=2C=NC=NC2)NC1=O)F (4,4-difluoro-2′-(neopentyloxy)-7′-(pyrimidin-5-yl)spiro[pyrrolidine-2,9′-xanthen]-5-one). Solvent: C1(=CC=CC=C1)C (toluene). Conditions: temperature 90 celsius. Yields the product FC1(CC2(C3=CC(=CC=C3OC=3C=CC(=CC23)OCC(C)(C)C)C=2C=NC=NC2)NC1=S)F (4,4-difluoro-2′-(neopentyloxy)-7′-(pyrimidin-5-yl)spiro[pyrrolidine-2,9′-xanthene]-5-thione). RXN SMILES: COC1C=CC(P2(SP(C3C=CC(OC)=CC=3)(=S)S2)=[S:10])=CC=1.[F:23][C:24]1([F:55])[C:53](=O)[NH:52][C:26]2([C:39]3[CH:38]=[C:37]([O:40][CH2:41][C:42]([CH3:45])([CH3:44])[CH3:43])[CH:36]=[CH:35][C:34]=3[O:33][C:32]3[C:27]2=[CH:28][C:29]([C:46]2[CH:47]=[N:48][CH:49]=[N:50][CH:51]=2)=[CH:30][CH:31]=3)[CH2:25]1>C1(C)C=CC=CC=1>[F:23][C:24]1([F:55])[C:53](=[S:10])[NH:52][C:26]2([C:39]3[CH:38]=[C:37]([O:40][CH2:41][C:42]([CH3:45])([CH3:44])[CH3:43])[CH:36]=[CH:35][C:34]=3[O:33][C:32]3[C:27]2=[CH:28][C:29]([C:46]2[CH:47]=[N:48][CH:49]=[N:50][CH:51]=2)=[CH:30][CH:31]=3)[CH2:25]1. Procedure: Lawesson's reagent (6.72 mg, 0.017 mmol) was added to a solution of 4,4-difluoro-2′-(neopentyloxy)-7′-(pyrimidin-5-yl)spiro[pyrrolidine-2,9′-xanthen]-5-one (0.015 g, 0.033 mmol) in toluene (0.665 mL) and the reaction was heated at 90° C. for 2.5 hours before being concentrated. The crude material was purified by dissolving in a minimal amount of CH2Cl2 and filtering through a pad of silica gel eluting with 1:4 EtOAc in hexane followed by 1:1 EtOAc in hexane, to provide 4,4-difluoro-2′-(neopentyl... The reactants are C1CCOC1, CC(=O)O, Cn1ccnc1SCCCOC1CCCCO1, O. Product: Cn1ccnc1SCCCO. RXN SMILES: [CH2:22]1[O:23][CH2:24][CH2:25][CH2:26]1.[CH3:18][C:19](=[O:20])[OH:21].[CH3:1][n:2]1[c:3]([S:7][CH2:8][CH2:9][CH2:10][O:11][CH:12]2[CH2:13][CH2:14][CH2:15][CH2:16][O:17]2)[n:4][cH:5][cH:6]1.[OH2:27]>>[CH3:1][n:2]1[c:3]([S:7][CH2:8][CH2:9][CH2:10][OH:11])[n:4][cH:5][cH:6]1. The reactants are O (water), C1=CC=CC=C1 (benzene), BrC1=CC=C(C=C1)C1CCCCC1 (1-bromo-4-cyclohexylbenzene), C([O-])([O-])=O.[Na+].[Na+] (sodium carbonate). Reagents/catalysts: C=1C=CC(=CC1)[P](C=2C=CC=CC2)(C=3C=CC=CC3)[Pd]([P](C=4C=CC=CC4)(C=5C=CC=CC5)C=6C=CC=CC6)([P](C=7C=CC=CC7)(C=8C=CC=CC8)C=9C=CC=CC9)[P](C=1C=CC=CC1)(C=1C=CC=CC1)C=1C=CC=CC1 (tetrakis(triphenylphosphine)palladium(0)). Run in C1(=CC=CC=C1)C (toluene). The product is C(C1=CC=CC=C1)OC1=CC=C(C=C1)C1=CC=C(C=C1)C1CCCCC1 (4-benzyloxy-4′-cyclohexylbiphenyl). Yield: 70.1%. As a reaction SMILES: [CH:1]1[CH:6]=[CH:5][CH:4]=[CH:3][CH:2]=1.Br[C:8]1[CH:13]=[CH:12][C:11]([CH:14]2[CH2:19][CH2:18][CH2:17][CH2:16][CH2:15]2)=[CH:10][CH:9]=1.[C:20](=[O:23])([O-])[O-].[Na+].[Na+].O>C1C=CC([P]([Pd]([P](C2C=CC=CC=2)(C2C=CC=CC=2)C2C=CC=CC=2)([P](C2C=CC=CC=2)(C2C=CC=CC=2)C2C=CC=CC=2)[P](C2C=CC=CC=2)(C2C=CC=CC=2)C2C=CC=CC=2)(C2C=CC=CC=2)C2C=CC=CC=2)=CC=1.C1(C)C=CC=CC=1>[CH2:20]([O:23][C:8]1[CH:13]=[CH:12][C:11]([C:14]2[CH:19]=[CH:18][C:17]([CH:1]3[CH2:6][CH2:5][CH2:4][CH2:3][CH2:2]3)=[CH:16][CH:15]=2)=[CH:10][CH:9]=1)[C:1]1[CH:6]=[CH:5][CH:4]=[CH:3][CH:2]=1 |f:2.3.4,^1:30,32,51,70|. Reported procedure: First, 80 ml of ethanol containing 7.18 g of 4-benzyloxyphenylboronic acid obtained from the synthesis (10-b) above dissolved therein, 50 ml of benzene containing 5.00 g of 1-bromo-4-cyclohexylbenzene dissolved therein, 21.0 ml of a sodium carbonate aqueous solution with a concentration of 2 mol/l, and 0.24 g of tetrakis(triphenylphosphine)palladium(0) were put in an argon-replaced 200 ml flask, and stirred under reflux for eight hours. After the reaction, water and toluene were added to the rea... Starting materials: Cl (hydrochloric acid), C(C)OC(=O)C=1N=C(SC1)S (4-ethoxycarbonyl-2-mercaptothiazole), [Cl-].[NH4+] (ammonium chloride), [Cl-].[Na+] (sodium chloride). Solvent: N (ammonia), O1CCCC1 (tetrahydrofuran). Run at time 8 hour. Product: C(N)(=O)C=1N=C(SC1)S (4-carbamoyl-2-mercaptothiazole). Yield: 556.4%. Reaction SMILES: C([O:3][C:4]([C:6]1[N:7]=[C:8]([SH:11])[S:9][CH:10]=1)=O)C.[Cl-].[NH4+:13].[Cl-].[Na+].Cl>N.O1CCCC1>[C:4]([C:6]1[N:7]=[C:8]([SH:11])[S:9][CH:10]=1)(=[O:3])[NH2:13] |f:1.2,3.4|. Procedure details: To a mixture of 4-ethoxycarbonyl-2-mercaptothiazole (150 mg) in ammonia solution (25%) (0.8 ml) was added ammonium chloride (4.2 mg) at room temperature. After stirring at the same temperature for 8 hours, the solution was poured into a mixture of tetrahydrofuran and saturated sodium chloride solution, and adjusted to pH 3.0 with 1N-hydrochloric acid. The separated tetrahydrofuran solution was washed with saturated sodium chloride solution, dried over magnesium sulfate and evaporated under reduc... Reactants: CCOC(=O)C(Br)c1cccnc1, [H-], [Na+], CN(C)C=O, Oc1ccccn1. The product is CCOC(=O)C(Oc1ccccn1)c1cccnc1. Reaction SMILES: [CH2:10]([CH3:11])[O:12][C:13]([CH:14]([c:15]1[cH:16][n:17][cH:18][cH:19][cH:20]1)[Br:21])=[O:22].[H-:1].[Na+:2].[O:23]=[CH:24][N:25]([CH3:26])[CH3:27].[OH:3][c:4]1[n:5][cH:6][cH:7][cH:8][cH:9]1>>[O:3]([c:4]1[n:5][cH:6][cH:7][cH:8][cH:9]1)[CH:14]([C:13]([O:12][CH2:10][CH3:11])=[O:22])[c:15]1[cH:16][n:17][cH:18][cH:19][cH:20]1. Starting materials: C(C)(=O)OC(C)=O (acetic anhydride), C(C#C)ON=C(C(=O)O)C=1N=C(SC1)N (2-(2-propynyloxyimino)-2-(2-aminothiazol-4-yl)acetic acid), C(C)(C)OC(C)C (diisopropyl ether). The solvent is C(=O)O (Formic acid). Reaction conditions: temperature 50 celsius, time 1 hour. The product is C(C#C)ON=C(C(=O)O)C=1N=C(SC1)NC=O (2-(2-propynyloxyimino)-2-(2-formamidothiazol-4-yl)acetic acid). Yield: 78.0%. As a reaction SMILES: [C:1](OC(=O)C)(=[O:3])C.[CH2:8]([O:11][N:12]=[C:13]([C:17]1[N:18]=[C:19]([NH2:22])[S:20][CH:21]=1)[C:14]([OH:16])=[O:15])[C:9]#[CH:10].C(OC(C)C)(C)C>C(O)=O>[CH2:8]([O:11][N:12]=[C:13]([C:17]1[N:18]=[C:19]([NH:22][CH:1]=[O:3])[S:20][CH:21]=1)[C:14]([OH:16])=[O:15])[C:9]#[CH:10]. Procedure details: Formic acid (107 g) was added to acetic anhydride (239 g) under ice-cooling, and the mixture was stirred for 1 hour at 50° C. and then cooled to 20° C. To the mixture was added 2-(2-propynyloxyimino)-2-(2-aminothiazol-4-yl)acetic acid (syn isomer) (135 g), and the mixture was stirred for 3 hours at ambient temperature. To the mixture was added diisopropyl ether (400 ml) and then the precipitated crystals were collected by filtration, washed with diisopropyl ether and then dried to give 2-(2-prop... The product is OC(C(=O)OCC)=CC=C(C(=O)OCC)SCC1=CC(=CC=C1)OC1=CC=CC=C1 (diethyl 2-hydroxy-5-(3-phenoxybenzylthio)-2,4-hexadienedioate). RXN SMILES: CN(C)[C:3](=[CH:9][CH:10]=[C:11]([S:17][CH2:18][C:19]1[CH:24]=[CH:23][CH:22]=[C:21]([O:25][C:26]2[CH:31]=[CH:30][CH:29]=[CH:28][CH:27]=2)[CH:20]=1)[C:12]([O:14][CH2:15][CH3:16])=[O:13])[C:4]([O:6][CH2:7][CH3:8])=[O:5].Cl.C([OH:36])C>>[OH:36][C:3](=[CH:9][CH:10]=[C:11]([S:17][CH2:18][C:19]1[CH:24]=[CH:23][CH:22]=[C:21]([O:25][C:26]2[CH:31]=[CH:30][CH:29]=[CH:28][CH:27]=2)[CH:20]=1)[C:12]([O:14][CH2:15][CH3:16])=[O:13])[C:4]([O:6][CH2:7][CH3:8])=[O:5]. Starting materials: CN(C(C(=O)OCC)=CC=C(C(=O)OCC)SCC1=CC(=CC=C1)OC1=CC=CC=C1)C (diethyl 2-dimethylamino-5-(3-phenoxybenzylthio)-2,4-hexadienedioate), Cl (hydrochloric acid), C(C)O (ethanol). Reported procedure: The procedure is as in Example 2, starting with diethyl 2-dimethylamino-5-(3-phenoxybenzylthio)-2,4-hexadienedioate (7 g), 12N aqueous hydrochloric acid solution (23 cc) and ethanol (46 cc). The mixture is heated to boiling for 1 minute, and is then cooled to a temperature of approximately 20° C. After purification by chromatography on a silica column with dichloromethane as eluent, diethyl 2-hydroxy-5-(3-phenoxybenzylthio)-2,4-hexadienedioate (4.5 g) is obtained in the form of a yellow oil (Rf=... Run at temperature 20 celsius, time 1 minute. RXN SMILES: [CH3:12][c:13]1[n:14][c:15]([N:21]2[CH2:22][CH2:23][O:24][CH2:25][CH2:26]2)[cH:16][c:17]([CH3:20])[c:18]1[NH2:19].[CH:27]([N:28]([CH2:29][CH3:30])[CH:31]([CH3:32])[CH3:33])([CH3:34])[CH3:35].[Cl:1][C:2](=[O:3])[O:4][CH2:5][c:6]1[cH:7][cH:8][cH:9][cH:10][cH:11]1.[Cl:36][CH2:37][CH2:38][Cl:39]>>[C:2](=[O:3])([O:4][CH2:5][c:6]1[cH:7][cH:8][cH:9][cH:10][cH:11]1)[NH:19][c:18]1[c:13]([CH3:12])[n:14][c:15]([N:21]2[CH2:22][CH2:23][O:24][CH2:25][CH2:26]2)[cH:16][c:17]1[CH3:20]. The reactants are Cc1cc(N2CCOCC2)nc(C)c1N, CCN(C(C)C)C(C)C, O=C(Cl)OCc1ccccc1, ClCCCl. Yields the product Cc1cc(N2CCOCC2)nc(C)c1NC(=O)OCc1ccccc1.